This data is from the Open Reaction Database (ORD), a public repository of structured organic reaction records. The task is: describe an organic reaction: reactants, conditions, products, and yield Starting materials: [OH-].[Na+] (sodium hydroxide), ClC=1C=C(C=CC1F)O (3-chloro-4-fluorophenol), Cl (hydrochloric acid), C1(CC(C)O1)=O (beta-butyrolactone). The solvent is O (water). Conditions: temperature 23 celsius. Yields the product ClC=1C=C(OC(CC(=O)O)C)C=CC1F (3-(3-Chloro-4-fluorophenoxy)butyric Acid). The yield is 10.2%. Reaction SMILES: [OH-].[Na+].[Cl:3][C:4]1[CH:5]=[C:6]([OH:11])[CH:7]=[CH:8][C:9]=1[F:10].[C:12]1(=[O:17])[O:16][CH:14]([CH3:15])[CH2:13]1.Cl>O>[Cl:3][C:4]1[CH:5]=[C:6]([CH:7]=[CH:8][C:9]=1[F:10])[O:11][CH:14]([CH3:15])[CH2:13][C:12]([OH:17])=[O:16] |f:0.1|. Procedure: To a solution of 27.2 g (0.68 mol) sodium hydroxide in 272 ml water was added 100 g (0.68 mol) 3-chloro-4-fluorophenol. The solution was warmed to reflux and 55.4 ml (0.68 mol) of beta-butyrolactone was added dropwise over a 1 hour period. The reaction was cooled to 23° C. and the pH brought to 7 with concentrated hydrochloric acid. The neutral solution was washed with 3×150 ml diethyl ether to remove unreacted phenol and then acidified to pH 2 with concentrated hydrochloric acid, extracted with... Starting materials: CC(=O)O, Oc1ccc(F)cc1O, [Na+], [Na+], O=C([O-])[O-], CCN1CCN(C(=O)NC(O)C(=O)O)C(=O)C1=O, O, O=S(=O)(O)O. Yields the product CCN1CCN(C(=O)NC(C(=O)O)c2cc(O)c(O)cc2F)C(=O)C1=O. RXN SMILES: [CH3:34][C:35](=[O:36])[OH:37].[F:1][c:2]1[cH:3][c:4]([OH:9])[c:5]([OH:6])[cH:7][cH:8]1.[Na+:28].[Na+:29].[O-:30][C:31](=[O:32])[O-:33].[O:10]=[C:11]1[N:12]([C:20](=[O:21])[NH:22][CH:23]([C:24](=[O:25])[OH:26])[OH:27])[CH2:13][CH2:14][N:15]([CH2:18][CH3:19])[C:16]1=[O:17].[OH2:43].[S:38](=[O:39])(=[O:40])([OH:41])[OH:42]>>[F:1][c:2]1[cH:3][c:4]([OH:9])[c:5]([OH:6])[cH:7][c:8]1[CH:23]([NH:22][C:20]([N:12]1[C:11](=[O:10])[C:16](=[O:17])[N:15]([CH2:18][CH3:19])[CH2:14][CH2:13]1)=[O:21])[C:24](=[O:25])[OH:26]. Starting materials: azoisobutyronitrile, C(C(=C)C)(=O)OC (Methyl methacrylate), C(C(=C)C)(=O)OC(C)(C)C (tert-butyl methacrylate), C(C(=C)C)(=O)O (methacrylic acid), resultant mixture. Solvent: O1CCCC1 (tetrahydrofuran). Yields the product C(C(=C)C)(=O)OC.C(C(=C)C)(=O)OC(C)(C)C.C(C(=C)C)(=O)O (MM t-BM MA). RXN SMILES: [C:1]([O:6][CH3:7])(=[O:5])[C:2]([CH3:4])=[CH2:3].[C:8]([O:13][C:14]([CH3:17])([CH3:16])[CH3:15])(=[O:12])[C:9]([CH3:11])=[CH2:10].[C:18]([OH:23])(=[O:22])[C:19]([CH3:21])=[CH2:20]>O1CCCC1>[C:1]([O:6][CH3:7])(=[O:5])[C:2]([CH3:4])=[CH2:3].[C:8]([O:13][C:14]([CH3:17])([CH3:16])[CH3:15])(=[O:12])[C:9]([CH3:11])=[CH2:10].[C:18]([OH:23])(=[O:22])[C:19]([CH3:21])=[CH2:20] |f:4.5.6|. Procedure: Methyl methacrylate (MM), tert-butyl methacrylate (t-BM) and methacrylic acid (MA) were mixed together with tetrahydrofuran (THF) thereby to obtain a mixed solution, to which 10 mol. % of azoisobutyronitrile (AIBN) was added as an initiator. Then, the resultant mixture was allowed to undergo a reaction for 40 hours to obtain a copolymer (MM-t-BM-MA; 35:30:35) having a molecular weight of 7,000. The reactants are N=1C=C(N2C1SC1=C2CCCCC1)C(C)=O (6,7,8,9-Tetrahydro-5H-cyclohept[d]-imidazo[2,1-b]thiazol-3-yl ethanone), ClC=1C=C(C=O)C=CC1 (3-chlorobenzaldehyde). The product is ClC=1C=C(C=CC1)C=CC(=O)C1=CN=C2SC3=C(N21)CC=CC=C3 (2-(3-chlorophenyl)-ethenyl-5H-cyclohept[d]imidazo[2,1-b]thiazol-3-yl methanone). As a reaction SMILES: [N:1]1[CH:2]=[C:3]([C:14](=[O:16])[CH3:15])[N:4]2[C:8]3[CH2:9][CH2:10][CH2:11][CH2:12][CH2:13][C:7]=3[S:6][C:5]=12.[Cl:17][C:18]1[CH:19]=[C:20]([CH:23]=[CH:24][CH:25]=1)[CH:21]=O>>[Cl:17][C:18]1[CH:19]=[C:20]([CH:21]=[CH:15][C:14]([C:3]2[N:4]3[C:5]([S:6][C:7]4[CH:13]=[CH:12][CH:11]=[CH:10][CH2:9][C:8]=43)=[N:1][CH:2]=2)=[O:16])[CH:23]=[CH:24][CH:25]=1. Procedure: 1-(6,7,8,9-Tetrahydro-5H-cyclohept[d]-imidazo[2,1-b]thiazol-3-yl ethanone (Formula N-4), 1.87 g, and 3-chlorobenzaldehyde (0.216 g) were condensed following non-critical variations of Example 15 to provide 6,7,8,9-Tetrahydro-[2-(3-chlorophenyl)-ethenyl-5H-cyclohept[d]imidazo[2,1-b]thiazol-3-yl methanone (Formula N-5, X=3-chloro), (2.72 g), m.p. 137-139°. Reactants: N[C@@H](C[C@H]1[C@](CCC([C@@H]([C@@H]([C@H](C(C([C@H](CC(=O)O)O)(C)C)=O)C)O)C)=O)(C)O1)\C(=C\C=1N=C(SC1)C)\C ((35,6R,7S,8R,12R, 13S,15S,16E)-15-amino-3,7-dihydroxy-5,9-dioxo-12,13-epoxy-4,4,6,8,12,16-hexamethyl-17-(2-methylthiazol-4-yl)-16-heptadecenoic acid), N(=[N+]=[N-])[C@@H](C[C@H]1[C@](CCC([C@@H]([C@@H]([C@H](C(C([C@H](CC(=O)O)O)(C)C)=O)C)O)C)=O)(C)O1)\C(=C\C=1N=C(SC1)C)\C ((3S,6R,7S,8R,12R,13S,15S,16E)-15-azido-3,7-dihydroxy-5,9-dioxo-12,13-epoxy-4,4,6,8,12,16-hexamethyl-17-(2-methylthiazol-4-yl)-16-heptadecenoic acid), solution, CP(C)C (trimethylphosphine). The solvent is C1CCOC1.O (THF water), C1(=CC=CC=C1)C (toluene). The product is N[C@@H](C[C@H]1[C@@H](CCC([C@@H]([C@@H]([C@H](C(C([C@@H](C(C(=O)O)O1)O)(C)C)=O)C)O)C)=O)C)\C(=C\C=1N=C(SC1)C)\C ((3S,6R,7S,8R,12R, 13S, 15S, 16E)-15-amino-3,7-dihydroxy-5,9-dioxo-2,13-epoxy-4,4,6,8,12,16-hexamethyl-17-(2-methylthiazol-4-yl)-16-heptadecenoic acid). As a reaction SMILES: [NH2:1][C@H:2](/[C:29](/[CH3:37])=[CH:30]/[C:31]1[N:32]=[C:33]([CH3:36])[S:34][CH:35]=1)[CH2:3][C@@H:4]1[O:28][C@:5]1([CH3:27])[CH2:6][CH2:7][C:8](=[O:26])[C@H:9]([CH3:25])[C@H:10]([OH:24])[C@@H:11]([CH3:23])[C:12](=[O:22])[C:13]([CH3:21])([CH3:20])[C@@H:14]([OH:19])[CH2:15][C:16]([OH:18])=[O:17].N([C@H](/C(/C)=C/C1N=C(C)SC=1)C[C@@H]1O[C@]1(C)CCC(=O)[C@H](C)[C@H](O)[C@@H](C)C(=O)C(C)(C)[C@@H](O)CC(O)=O)=[N+]=[N-].CP(C)C>C1COCC1.O.C1(C)C=CC=CC=1>[NH2:1][C@H:2](/[C:29](/[CH3:37])=[CH:30]/[C:31]1[N:32]=[C:33]([CH3:36])[S:34][CH:35]=1)[CH2:3][C@@H:4]1[O:28][CH:15]([C:16]([OH:18])=[O:17])[C@@H:14]([OH:19])[C:13]([CH3:21])([CH3:20])[C:12](=[O:22])[C@H:11]([CH3:23])[C@@H:10]([OH:24])[C@@H:9]([CH3:25])[C:8](=[O:26])[CH2:7][CH2:6][C@H:5]1[CH3:27] |f:3.4|. Procedure details: (35,6R,7S,8R,12R, 13S,15S,16E)-15-amino-3,7-dihydroxy-5,9-dioxo-12,13-epoxy-4,4,6,8,12,16-hexamethyl-17-(2-methylthiazol-4-yl)-16-heptadecenoic acid. A solution of (3S,6R,7S,8R,12R,13S,15S,16E)-15-azido-3,7-dihydroxy-5,9-dioxo-12,13-epoxy-4,4,6,8,12,16-hexamethyl-17-(2-methylthiazol-4-yl)-16-heptadecenoic acid (565 mg) in 15 mL of THF/water (10:1 v/v) is treated with a 1.0 M solution of trimethylphosphine in toluene (3 mL) under argon for 2 hours at ambient temperature. The mixture is concentrat... Starting materials: BrCCCO (3-bromopropanol), C(C)(C)(C)[Si](C)(C)Cl (tert.-butyldimethylsilylchloride), N1C=NC=C1 (imidazole). Conditions: time 3 hour. The product is BrCCCO[Si](C)(C)C(C)(C)C (3-Bromopropoxy-tert.-butyldimethylsilane). Yield: 93.1%. Reaction SMILES: [Br:1][CH2:2][CH2:3][CH2:4][OH:5].[C:6]([Si:10](Cl)([CH3:12])[CH3:11])([CH3:9])([CH3:8])[CH3:7].N1C=CN=C1>>[Br:1][CH2:2][CH2:3][CH2:4][O:5][Si:10]([C:6]([CH3:9])([CH3:8])[CH3:7])([CH3:12])[CH3:11]. Procedure details: A modified procedure of Galka et al. (J. Lab. Comp. Rad. 2005, 48(11): 797-809) was used to prepare the title compound. A mixture of 3-bromopropanol (39.1 mmole; 5.43 g), tert.-butyldimethylsilylchloride (43.2 mmole; 6.47 g) and imidazole (46.7 mmole; 3.20 g) was stirred at RT for 3 hours under inert gas. The reaction was quenched with water, extracted with diethylether, the organic layer dried over MgSO4, filtered and concentrated. The purification was achieved by column chromatography (PE) to ... The reactants are CC1(OC2=C(C(C1)C1=NC=CC=C1)C=C(C=C2)C(=O)OC)C (methyl 3,4-dihydro-2,2-dimethyl-4-(2-pyridyl)-2H-1-benzopyran-6-carboxylate), ClC1=CC(=CC=C1)C(=O)OO (m-chloroperbenzoic acid). Solvent: ClCCl (dichloromethane). Conditions: time 2 hour. The product is COC(=O)C=1C=CC2=C(C(CC(O2)(C)C)C2=[N+](C=CC=C2)[O-])C1 (2-[3,4-dihydro-6-(methoxycarbonyl)-2,2-dimethyl-2H-1-benzopyran-4-yl]pyridine N-oxide). The yield is 75.8%. Reaction SMILES: [CH3:1][C:2]1([CH3:22])[CH2:7][CH:6]([C:8]2[CH:13]=[CH:12][CH:11]=[CH:10][N:9]=2)[C:5]2[CH:14]=[C:15]([C:18]([O:20][CH3:21])=[O:19])[CH:16]=[CH:17][C:4]=2[O:3]1.ClC1C=CC=C(C(OO)=[O:31])C=1>ClCCl>[CH3:21][O:20][C:18]([C:15]1[CH:16]=[CH:17][C:4]2[O:3][C:2]([CH3:22])([CH3:1])[CH2:7][CH:6]([C:8]3[CH:13]=[CH:12][CH:11]=[CH:10][N+:9]=3[O-:31])[C:5]=2[CH:14]=1)=[O:19]. Procedure: 313 mg of methyl 3,4-dihydro-2,2-dimethyl-4-(2-pyridyl)-2H-1-benzopyran-6-carboxylate were dissolved in 10 ml of dichloromethane at room temperature and 283 mg of m-chloroperbenzoic acid were added. After stirring at room temperature for 2 hours the mixture was washed with sodium bisulphite solution and sodium bicarbonate solution. The organic phase was dried over sodium sulphate and evaporated. The residue was chromatographed on silica gel using initially 2% (v/v) methanol/ethyl acetate and fin... Reactants: C1CCN[C@H](C1)[C@@H](C2=CC=CC=C2)C(=O)O (d-threo-ritalinic acid), threo-ritalinic acid, C(C1=CC=CC=C1)(=O)[C@@]([C@@](C(=O)O)(O)C(C1=CC=CC=C1)=O)(O)C(=O)O ((+)-dibenzoyl-D-tartaric acid). Solvent: CO.O (methanol water). The product is C1CCN[C@H](C1)[C@@H](C2=CC=CC=C2)C(=O)O.C(C1=CC=CC=C1)(=O)C(C(C(=O)O)(O)C(C1=CC=CC=C1)=O)(O)C(=O)O (d-threo-ritalinic acid dibenzoyl tartaric acid). Reaction SMILES: [CH2:1]1[CH2:6][C@H:5]([C@H:7]([C:14]([OH:16])=[O:15])[C:8]2[CH:13]=[CH:12][CH:11]=[CH:10][CH:9]=2)[NH:4][CH2:3][CH2:2]1.[C:17]([C@:25]([C:40]([OH:42])=[O:41])([OH:39])[C@:26]([C:31](=[O:38])[C:32]1[CH:37]=[CH:36][CH:35]=[CH:34][CH:33]=1)([OH:30])[C:27]([OH:29])=[O:28])(=[O:24])[C:18]1[CH:23]=[CH:22][CH:21]=[CH:20][CH:19]=1>CO.O>[CH2:1]1[CH2:6][C@H:5]([C@H:7]([C:14]([OH:16])=[O:15])[C:8]2[CH:9]=[CH:10][CH:11]=[CH:12][CH:13]=2)[NH:4][CH2:3][CH2:2]1.[C:31]([C:26]([C:27]([OH:29])=[O:28])([OH:30])[C:25]([C:17](=[O:24])[C:18]1[CH:23]=[CH:22][CH:21]=[CH:20][CH:19]=1)([OH:39])[C:40]([OH:42])=[O:41])(=[O:38])[C:32]1[CH:37]=[CH:36][CH:35]=[CH:34][CH:33]=1 |f:2.3,4.5|. Reported procedure: US 2011/0130569 discloses a process for the preparation of the d-threo-ritalinic acid. dl-threo-ritalinic acid treated with (+)-dibenzoyl-D-tartaric acid as resolving agent in large volume of solvents mixture of methanol/water to get d-threo-ritalinic acid-dibenzoyl tartaric acid salt. Thus obtained salt treated with 35% hydrochloric acid in mixture of toluene and water, concentrated under vacuum and isolated by treating with acetone. The volume of resolution solvent used herein is quite higher.